This data is from the Open Reaction Database (ORD), a public repository of structured organic reaction records. The task is: describe an organic reaction: reactants, conditions, products, and yield Starting materials: O=Cc1ccc(OCc2ccccc2)cc1, CCOC(=O)CP(=O)(OCC)OCC, [H-], [Na+], C1CCOC1. The product is CCOC(=O)C=Cc1ccc(OCc2ccccc2)cc1. RXN SMILES: [CH2:17]([c:18]1[cH:19][cH:20][cH:21][cH:22][cH:23]1)[O:24][c:25]1[cH:26][cH:27][c:28]([CH:29]=[O:30])[cH:31][cH:32]1.[CH3:3][CH2:4][O:5][C:6](=[O:7])[CH2:8][P:9]([O:10][CH2:11][CH3:12])([O:13][CH2:14][CH3:15])=[O:16].[H-:1].[Na+:2].[O:33]1[CH2:34][CH2:35][CH2:36][CH2:37]1>>[CH3:3][CH2:4][O:5][C:6](=[O:7])[CH:8]=[CH:29][c:28]1[cH:27][cH:26][c:25]([O:24][CH2:17][c:18]2[cH:19][cH:20][cH:21][cH:22][cH:23]2)[cH:32][cH:31]1. Reactants: FC(C(=O)O)(F)F.NCC(=O)N1CCN(CC1)C(C1=C(C=CC=C1)C(F)(F)F)=O (2-amino-1-[4-(2-trifluoromethyl-benzoyl)-piperazin-1-yl]-ethanone trifluoroacetic acid salt), CCN(C(C)C)C(C)C (DIPEA), S1C=C(C=C1)C1=CC=C(C(=O)O)C=C1 (4-thiophen-3-yl-benzoic acid), C=1C=CC2=C(C1)N=NN2O (HOBT), CCN=C=NCCCN(C)C (EDCI). Run in O (water), CN(C)C=O (DMF). Reaction conditions: time 2 minute. Product: O=C(CNC(C1=CC=C(C=C1)C1=CSC=C1)=O)N1CCN(CC1)C(C1=C(C=CC=C1)C(F)(F)F)=O (N-{2-oxo-2-[4-(2-trifluoromethyl-benzoyl)-piperazin-1-yl]-ethyl}-4-thiophen-3-yl-benzamide). Isolated yield 48.3%. As a reaction SMILES: CCN(C(C)C)C(C)C.[S:10]1[CH:14]=[CH:13][C:12]([C:15]2[CH:23]=[CH:22][C:18]([C:19]([OH:21])=O)=[CH:17][CH:16]=2)=[CH:11]1.C1C=CC2N(O)N=NC=2C=1.CCN=C=NCCCN(C)C.FC(F)(F)C(O)=O.[NH2:52][CH2:53][C:54]([N:56]1[CH2:61][CH2:60][N:59]([C:62](=[O:73])[C:63]2[CH:68]=[CH:67][CH:66]=[CH:65][C:64]=2[C:69]([F:72])([F:71])[F:70])[CH2:58][CH2:57]1)=[O:55]>CN(C=O)C.O>[O:55]=[C:54]([N:56]1[CH2:57][CH2:58][N:59]([C:62](=[O:73])[C:63]2[CH:68]=[CH:67][CH:66]=[CH:65][C:64]=2[C:69]([F:72])([F:71])[F:70])[CH2:60][CH2:61]1)[CH2:53][NH:52][C:19](=[O:21])[C:18]1[CH:17]=[CH:16][C:15]([C:12]2[CH:13]=[CH:14][S:10][CH:11]=2)=[CH:23][CH:22]=1 |f:4.5|. Reported procedure: DIPEA (74.9 mg, 0.09 mL, 0.58 mmol) was added to a stirred solution of 4-thiophen-3-yl-benzoic acid (40 mg, 0.19 mmol) in DMF (1 mL). HOBT (32 mg, 0.23 mmol) and EDCI (45 mg, 0.23 mmol) were then added at room temperature. After 2 minutes, 2-amino-1-[4-(2-trifluoromethyl-benzoyl)-piperazin-1-yl]-ethanone trifluoroacetic acid salt (100 mg, 0.23 mmol) was added and the resulting mixture was stirred at room temperature overnight. Cold water was then added and the product was extracted with EtOAc an...